This data is from the Open Reaction Database (ORD), a public repository of structured organic reaction records. The task is: describe an organic reaction: reactants, conditions, products, and yield Starting materials: O=C(OCc1ccccc1)C1CCCN1Cc1cnc(NC(=O)N(C2CCCCC2)C2CCCCC2)s1, CO. Yields the product O=C(O)C1CCCN1Cc1cnc(NC(=O)N(C2CCCCC2)C2CCCCC2)s1. Reaction SMILES: [CH2:1]([c:2]1[cH:3][cH:4][cH:5][cH:6][cH:7]1)[O:8][C:9](=[O:10])[CH:11]1[N:12]([CH2:16][c:17]2[cH:18][n:19][c:20]([NH:22][C:23](=[O:24])[N:25]([CH:26]3[CH2:27][CH2:28][CH2:29][CH2:30][CH2:31]3)[CH:32]3[CH2:33][CH2:34][CH2:35][CH2:36][CH2:37]3)[s:21]2)[CH2:13][CH2:14][CH2:15]1.[CH3:38][OH:39]>>[O:8]=[C:9]([OH:10])[CH:11]1[N:12]([CH2:16][c:17]2[cH:18][n:19][c:20]([NH:22][C:23](=[O:24])[N:25]([CH:26]3[CH2:27][CH2:28][CH2:29][CH2:30][CH2:31]3)[CH:32]3[CH2:33][CH2:34][CH2:35][CH2:36][CH2:37]3)[s:21]2)[CH2:13][CH2:14][CH2:15]1. The reactants are C(C)(=O)O (acetic acid), I(=O)C1=C(C(=CC=C1)CC(=O)[O-])CC(=O)[O-] (iodosobenzenediacetate). Product: C1(=CC=CC=C1)OCCCCCCCC (octyl phenyl ether), C(C)(=O)OC(C)=O (acetic anhydride). Reaction SMILES: I([C:3]1[CH:8]=[CH:7][CH:6]=[C:5](CC([O-])=O)[C:4]=1[CH2:13][C:14]([O-:16])=[O:15])=O.[C:17]([OH:20])(=[O:19])[CH3:18]>>[C:3]1([O:20][CH2:17][CH2:18][CH2:7][CH2:8][CH2:3][CH2:4][CH2:5][CH3:6])[CH:4]=[CH:5][CH:6]=[CH:7][CH:8]=1.[C:17]([O:16][C:14](=[O:15])[CH3:13])(=[O:19])[CH3:18]. Procedure details: To a mixture of 50 g of iodosobenzenediacetate obtained above, 30 g of octyl phenyl ether, 70 g of acetic anhydride and 725 ml of glacial acetic acid was dropwise added 8 g of concentrated sulfuric acid while cooling with an ice bath over a period of one hour. One hour after, a solution containing 31 g of sodium bromide dissolved in 150 ml of water was dropwise added thereto and the white powder thus-deposited was collected to obtain 42 g of iodonium bromide salt. Reactants: [H-].C(C(C)C)[Al+]CC(C)C (diisobutyl aluminum hydride), CC1([C@H]2[C@@H](OC([C@@H]12)=O)C(C)(C)C)C ((1R,4R,5S) 6,6-dimethyl-4-(2-methyl-prop-2-yl)-3-oxa-bicyclo(3,1,0)hexan-2-one). Run in C1(=CC=CC=C1)C (toluene), C1(=CC=CC=C1)C (toluene). The product is CC1([C@H]2[C@@H](O[C@H]([C@@H]12)O)C(C)(C)C)C ((1R,2R,4R,5S) 6,6-dimethyl-4-(2-methyl-prop-2-yl)-3-oxa-bicyclo(3,1,0)hexan-2-ol). The yield is 98.9%. RXN SMILES: [H-].C([Al+]CC(C)C)C(C)C.[CH3:11][C:12]1([CH3:23])[C@H:17]2[C@@H:13]1[C@H:14]([C:19]([CH3:22])([CH3:21])[CH3:20])[O:15][C:16]2=[O:18]>C1(C)C=CC=CC=1>[CH3:11][C:12]1([CH3:23])[C@H:17]2[C@@H:13]1[C@H:14]([C:19]([CH3:22])([CH3:21])[CH3:20])[O:15][C@H:16]2[OH:18] |f:0.1|. Procedure details: 15.5 ml of a toluene solution of 20% of diisobutyl aluminum hydride were slowly added at -70° C. to a solution of 2.5 g of the product of Step B in 25 ml of toluene with stirring and the mixture was poured over ice. The mixture was filtered and the filtrate was extracted with ether and was evaporated to dryness under reduced pressure to obtain 2.5 g of (1R,2R,4R,5S) 6,6-dimethyl-4-(2-methyl-prop-2-yl)-3-oxa-bicyclo(3,1,0)hexan-2-ol melting at 126° C. Reactants: C(C1=CC=CC=C1)OC1=C(C=CC(=C1)C(C)C)C=C[N+](=O)[O-] (2-benzyloxy-4-isopropyl-1-(2-nitrovinyl)benzene), S(=O)(=O)([O-])[O-].[Na+].[Na+] (sodium sulfate), [H-].[Al+3].[Li+].[H-].[H-].[H-] (lithium aluminum hydride), [OH-].[Na+] (sodium hydroxide). The solvent is C(C)OCC (diethyl ether), C(C)OCC (diethyl ether). Reaction conditions: time 10 minute. Product: C(C1=CC=CC=C1)OC1=C(C=CC(=C1)C(C)C)CCN (2-(2-benzyloxy-4-isopropylphenyl)ethylamine). Isolated yield 100.0%. RXN SMILES: [H-].[Al+3].[Li+].[H-].[H-].[H-].[CH2:7]([O:14][C:15]1[CH:20]=[C:19]([CH:21]([CH3:23])[CH3:22])[CH:18]=[CH:17][C:16]=1[CH:24]=[CH:25][N+:26]([O-])=O)[C:8]1[CH:13]=[CH:12][CH:11]=[CH:10][CH:9]=1.[OH-].[Na+].S([O-])([O-])(=O)=O.[Na+].[Na+]>C(OCC)C>[CH2:7]([O:14][C:15]1[CH:20]=[C:19]([CH:21]([CH3:23])[CH3:22])[CH:18]=[CH:17][C:16]=1[CH2:24][CH2:25][NH2:26])[C:8]1[CH:9]=[CH:10][CH:11]=[CH:12][CH:13]=1 |f:0.1.2.3.4.5,7.8,9.10.11|. Procedure: To a stirred suspension of 3.01 g of lithium aluminum hydride in 100 mL of anhydrous diethyl ether was added dropwise a solution of 9.45 g of 2-benzyloxy-4-isopropyl-1-(2-nitrovinyl)benzene in 10 mL of diethyl ether under ice-cooling with stirring during 10 minutes. After the mixture was stirred for 1 hour, 63.5 mL of 2 mol/L sodium hydroxide solution was added dropwise to the stirred reaction mixture under ice-cooling, and the mixture was stirred for 1 hour. To the mixture was added anhydrous s...